describe an organic reaction: reactants, conditions, products, and yield From a dataset of the Open Reaction Database (ORD), a public repository of structured organic reaction records. Reactants: BrC1=C(C(=C2N3CCC(OCCCC[C@@H](OC=4C(=CC=CC4C4=CC=CC(C5=CN2C1=N5)=C4)F)C)(CC3)C)[C@@H](C(=O)OC)OC(C)(C)C)C (Methyl(2S)-2-[(22S)-5-bromo-19-fluoro-4,22,28-trimethyl-21,27-dioxa-1,7,34-triazahexacyclo[26.2.2.16,9.110,14.02,7.015,20]tetratriaconta-2,4,6(34),8,10(33),11,13,15(20),16,18-decaen-3-yl]-2-(tert-butoxy)acetate), COC=1C=CC=C(C1C=2C=CC=CC2P(C3CCCCC3)C4CCCCC4)OC (Sphos), CB(O)O (methylboronic acid), C([O-])([O-])=O.[Cs+].[Cs+] (cesium carbonate). Reagents/catalysts: CC(=O)[O-].CC(=O)[O-].[Pd+2] (Pd(OAc)2). Solvent: CN(C)C=O (DMF), O (water). Run at temperature 80 celsius, time 2 hour. Yields the product C(C)(C)(C)O[C@H](C(=O)OC)C1=C2N3CCC(OCCCC[C@@H](OC=4C(=CC=CC4C4=CC=CC(C5=CN2C(C(=C1C)C)=N5)=C4)F)C)(CC3)C (Methyl(2S)-2-(tert-butoxy)-2-[(22S)-19-fluoro-4,5,22,28-tetramethyl-21,27-dioxa-1,7,34-triazahexacyclo[26.2.2.16,9.110,14.02,7.015,20]tetratriaconta-2,4,6(34),8,10(33),11,13,15(20),16,18-decaen-3-yl]acetate). As a reaction SMILES: Br[C:2]1[C:31]2=[N:32][C:28]3=[CH:29][N:30]2[C:5]([N:6]2[CH2:37][CH2:36][C:9]([CH3:38])([O:10][CH2:11][CH2:12][CH2:13][CH2:14][C@H:15]([CH3:35])[O:16][C:17]4[C:18]([F:34])=[CH:19][CH:20]=[CH:21][C:22]=4[C:23]4[CH:33]=[C:27]3[CH:26]=[CH:25][CH:24]=4)[CH2:8][CH2:7]2)=[C:4]([C@H:39]([O:44][C:45]([CH3:48])([CH3:47])[CH3:46])[C:40]([O:42][CH3:43])=[O:41])[C:3]=1[CH3:49].[CH3:50]OC1C=CC=C(OC)C=1C1C=CC=CC=1P(C1CCCCC1)C1CCCCC1.CB(O)O.C(=O)([O-])[O-].[Cs+].[Cs+]>CN(C=O)C.O.CC([O-])=O.CC([O-])=O.[Pd+2]>[C:45]([O:44][C@@H:39]([C:4]1[C:3]([CH3:49])=[C:2]([CH3:50])[C:31]2=[N:32][C:28]3=[CH:29][N:30]2[C:5]=1[N:6]1[CH2:7][CH2:8][C:9]([CH3:38])([O:10][CH2:11][CH2:12][CH2:13][CH2:14][C@H:15]([CH3:35])[O:16][C:17]2[C:18]([F:34])=[CH:19][CH:20]=[CH:21][C:22]=2[C:23]2[CH:33]=[C:27]3[CH:26]=[CH:25][CH:24]=2)[CH2:36][CH2:37]1)[C:40]([O:42][CH3:43])=[O:41])([CH3:46])([CH3:47])[CH3:48] |f:3.4.5,8.9.10|. Procedure details: Methyl(2S)-2-[(22S)-5-bromo-19-fluoro-4,22,28-trimethyl-21,27-dioxa-1,7,34-triazahexacyclo[26.2.2.16,9.110,14.02,7.015,20]tetratriaconta-2,4,6(34),8,10(33),11,13,15(20),16,18-decaen-3-yl]-2-(tert-butoxy)acetate (0.070 g, 0.095 mmol, 1.0 equiv), Pd(OAc)2 (0.013 g, 0.057 mmol, 0.6 equiv), Sphos (0.047 g, 0.114 mmol, 1.2 equiv), methylboronic acid (0.057 g, 0.095 mmol, 10.0 equiv) and cesium carbonate (0.124 g, 0.380 mmol, 4.0 equiv) were mixed in DMF (1.73 mL) and water (0.17 mL). The solution was... Starting materials: ClC1=CC=C(S1)C(C)(C)O (5-chloro-2-thienyl-1-hydroxy-1-methylethane), C1(=CC=CC=C1)P(C1=CC=CC=C1)C1=CC=CC=C1 (triphenylphosphine), C(C1=CC=CC=C1)(=O)O (benzoic acid), N(=NC(=O)OCC)C(=O)OCC (Diethyl azodicarboxylate). The solvent is O1CCCC1 (tetrahydrofuran). Run at time 18 hour. Product: C(C1=CC=CC=C1)(=O)O[C@H](C)CC=1SC(=CC1)Cl ((R)-3-(5-chloro-2-thienyl)-2-propyl benzoate). As a reaction SMILES: [Cl:1][C:2]1[S:6][C:5]([C:7](O)([CH3:9])C)=[CH:4][CH:3]=1.[C:11]1(P(C2C=CC=CC=2)C2C=CC=CC=2)C=CC=CC=1.[C:30]([OH:38])(=[O:37])[C:31]1[CH:36]=[CH:35][CH:34]=[CH:33][CH:32]=1.N(C(OCC)=O)=NC(OCC)=O>O1CCCC1>[C:30]([O:38][C@@H:9]([CH2:7][C:5]1[S:6][C:2]([Cl:1])=[CH:3][CH:4]=1)[CH3:11])(=[O:37])[C:31]1[CH:36]=[CH:35][CH:34]=[CH:33][CH:32]=1. Procedure: To a stirred solution of 1(S)2-(5-chloro-2-thienyl-1-hydroxy-1-methylethane (5.7 g) in tetrahydrofuran (100 mL) is added triphenylphosphine (5.34 g) and benzoic acid (2.49 g). Diethyl azodicarboxylate (3.22 mL) is added dropwise and the mixture stirred at room temperature for about 18 hours. The solvent is removed in vacuo. The residue is purified by flash chromatography, eluting with 30% hexanes in methylene chloride, to give (R)-3-(5-chloro-2-thienyl)-2-propyl benzoate. The ester (3.91 g) is d...